From a dataset of the Open Reaction Database (ORD), a public repository of structured organic reaction records. describe an organic reaction: reactants, conditions, products, and yield Starting materials: COC=1C=C2C(=NC=NC2=CC1OC)N1CCC(CC1)N1C(NC2=CC=C(C=C2C1=O)[N+](=O)[O-])=O (3-[1-(6,7-dimethoxy-4-quinazolinyl)-4-piperidinyl]-1,2,3,4-tetrahydro-6-nitro-2,4-dioxoquinazoline), COC(=O)C1=CC=C(CBr)C=C1 (4-methoxycarbonylbenzyl bromide). The product is COC=1C=C2C(=NC=NC2=CC1OC)N1CCC(CC1)N1C(N(C2=CC=C(C=C2C1=O)[N+](=O)[O-])CC1=CC=C(C=C1)C(=O)OC)=O (3-[1-(6,7-Dimethoxy-4-quinazolinyl)-4-piperidinyl]-1,2,3,4-tetrahydro-1-(4-methoxycarbonylbenzyl)-6-nitro-2,4-dioxoquinazoline). Isolated yield 26.0%. As a reaction SMILES: [CH3:1][O:2][C:3]1[CH:4]=[C:5]2[C:10](=[CH:11][C:12]=1[O:13][CH3:14])[N:9]=[CH:8][N:7]=[C:6]2[N:15]1[CH2:20][CH2:19][CH:18]([N:21]2[C:30](=[O:31])[C:29]3[C:24](=[CH:25][CH:26]=[C:27]([N+:32]([O-:34])=[O:33])[CH:28]=3)[NH:23][C:22]2=[O:35])[CH2:17][CH2:16]1.[CH3:36][O:37][C:38]([C:40]1[CH:47]=[CH:46][C:43]([CH2:44]Br)=[CH:42][CH:41]=1)=[O:39]>>[CH3:1][O:2][C:3]1[CH:4]=[C:5]2[C:10](=[CH:11][C:12]=1[O:13][CH3:14])[N:9]=[CH:8][N:7]=[C:6]2[N:15]1[CH2:20][CH2:19][CH:18]([N:21]2[C:30](=[O:31])[C:29]3[C:24](=[CH:25][CH:26]=[C:27]([N+:32]([O-:34])=[O:33])[CH:28]=3)[N:23]([CH2:44][C:43]3[CH:42]=[CH:41][C:40]([C:38]([O:37][CH3:36])=[O:39])=[CH:47][CH:46]=3)[C:22]2=[O:35])[CH2:17][CH2:16]1. Procedure details: The procedure similar to that described in Example 1 was repeated, except that 300 mg (0.63 mmol) of Compound 24 was used and 4-methoxycarbonylbenzyl bromide was used in place of methyl iodide. As a result, 101.2 mg (yield: 26%) of Compound 13 was obtained as pale yellow crystals.